Dataset: the Open Reaction Database (ORD), a public repository of structured organic reaction records. Task: describe an organic reaction: reactants, conditions, products, and yield The product is CC1(C)C(C=CC(=O)OC2CCC2)C1C(=O)[O-], COC(=O)C=CC1CCCC(C(=O)O)C1(C)C, [Cl-]. The reactants are CC1(C)C(C=CC(=O)O)C1C(=O)[O-], COC(=O)C=CC1CCCC(C(=O)O)C1(C)C, OC1CCC1, [Cl-]. RXN SMILES: [CH3:19][C:20]1([CH3:31])[CH:21]([C:28](=[O:29])[O-:30])[CH:22]1[CH:23]=[CH:24][C:25](=[O:26])[OH:27].[CH3:2][C:3]1([CH3:18])[CH:4]([C:15](=[O:16])[OH:17])[CH2:5][CH2:6][CH2:7][CH:8]1[CH:9]=[CH:10][C:11]([O:12][CH3:13])=[O:14].[CH:32]1([OH:36])[CH2:33][CH2:34][CH2:35]1.[Cl-:1]>>[CH3:19][C:20]1([CH3:31])[CH:21]([C:28](=[O:29])[O-:30])[CH:22]1[CH:23]=[CH:24][C:25](=[O:26])[O:27][CH:32]1[CH2:33][CH2:34][CH2:35]1.[CH3:2][C:3]1([CH3:18])[CH:4]([C:15](=[O:16])[OH:17])[CH2:5][CH2:6][CH2:7][CH:8]1[CH:9]=[CH:10][C:11]([O:12][CH3:13])=[O:14].[Cl-:1]. The reactants are COC1=CC2=C(N(C(N2C)=O)CCC(C)([N+](=O)[O-])C)C=C1 (5-methoxy-3-methyl-1-(3-methyl-3-nitro-butyl)-1,3-dihydro-benzimidazol-2-one), Cl[Sn]Cl (SnCl2). Run in C(C)O (ethanol). The product is NC(CCN1C(N(C2=C1C=CC(=C2)OC)C)=O)(C)C (1-(3-amino-3-methyl-butyl)-5-methoxy-3-methyl-1,3-dihydro-benzimidazol-2-one). Reaction SMILES: [CH3:1][O:2][C:3]1[CH:21]=[CH:20][C:6]2[N:7]([CH2:12][CH2:13][C:14]([CH3:19])([N+:16]([O-])=O)[CH3:15])[C:8](=[O:11])[N:9]([CH3:10])[C:5]=2[CH:4]=1.Cl[Sn]Cl>C(O)C>[NH2:16][C:14]([CH3:19])([CH3:15])[CH2:13][CH2:12][N:7]1[C:6]2[CH:20]=[CH:21][C:3]([O:2][CH3:1])=[CH:4][C:5]=2[N:9]([CH3:10])[C:8]1=[O:11]. Procedure details: 2.7 g (8.7 mmol) 5-methoxy-3-methyl-1-(3-methyl-3-nitro-butyl)-1,3-dihydro-benzimidazol-2-one and 9.93 g (44.0 mmol) SnCl2 2H2O in 200 mL ethanol are refluxed for 3 hours. The reaction mixture is evaporated down, combined with sodium carbonate solution and filtered. The filtrate is extracted with ethyl acetate and the combined organic phases are washed with water, dried and freed from the solvent. The residue is dissolved in ethanol and the solution is combined with ethereal hydrochloric acid. A... Reactants: CC#N (CH3CN), CC(C(=O)O)C(=O)NC1C2=C(C3=C(N(C1=O)C)C=CC=C3)C=CC=C2 (2-Methyl-N-(5-methyl-6-oxo-6,7-dihydro-5H-dibenzo[b,d]azepin-7-yl)-malonamic acid), C1(CC1)CN (cyclopropylmethylamine), [B-](F)(F)(F)F.CN(C)C(=[N+](C)C)ON1C=CC=CC1=O (TPTU). Run in CN(C)C=O (DMF), C(=O)(C(F)(F)F)O (TFA). Conditions: time 8 hour. Product: C1(CC1)CNC(C(C(=O)NC1C2=C(C3=C(N(C1=O)C)C=CC=C3)C=CC=C2)C)=O (N-Cyclopropylmethyl-2-methyl-N′-(5-methyl-6-oxo-6,7-dihydro-5H-dibenzo[b,d]azepin 7-yl)-malonamide). As a reaction SMILES: [CH3:1][CH:2]([C:6]([NH:8][CH:9]1[C:15](=[O:16])[N:14]([CH3:17])[C:13]2[CH:18]=[CH:19][CH:20]=[CH:21][C:12]=2[C:11]2[CH:22]=[CH:23][CH:24]=[CH:25][C:10]1=2)=[O:7])[C:3](O)=[O:4].[CH:26]1([CH2:29][NH2:30])[CH2:28][CH2:27]1.[B-](F)(F)(F)F.CN(C(ON1C(=O)C=CC=C1)=[N+](C)C)C.CC#N>CN(C=O)C.C(O)(C(F)(F)F)=O>[CH:26]1([CH2:29][NH:30][C:3](=[O:4])[CH:2]([CH3:1])[C:6]([NH:8][CH:9]2[C:15](=[O:16])[N:14]([CH3:17])[C:13]3[CH:18]=[CH:19][CH:20]=[CH:21][C:12]=3[C:11]3[CH:22]=[CH:23][CH:24]=[CH:25][C:10]2=3)=[O:7])[CH2:28][CH2:27]1 |f:2.3|. Reported procedure: 2-Methyl-N-(5-methyl-6-oxo-6,7-dihydro-5H-dibenzo[b,d]azepin-7-yl)-malonamic acid (20 mg, 0.059 mmol) and cyclopropylmethylamine (5 mg, 0.059 mmol) were placed in a disposable polypropylene tube and dissolved in DMF (2 ml). TPTU (2-(2-pyridon-1-yl)-1,1,3,3-tetramethyl uronium tetrafluoroborate, 19 mg, 0.065 mmol) was added, and the mixture was shaken overnight at r.t. The title compound, MS: m/e=392.2 (M+H+), was isolated from the reaction mixture by automated, preparative HPLC (YMC CombiPrep C1... The reactants are COc1ccc2c(CC#N)noc2c1, CCO, Cl, NO, [Na+], [Na+], O=C([O-])[O-], O. The product is COc1ccc2c(CC(N)=NO)noc2c1, Cl. RXN SMILES: [CH3:1][O:2][c:3]1[cH:4][c:5]2[c:6]([c:7]([CH2:10][C:11]#[N:12])[n:8][o:9]2)[cH:13][cH:14]1.[CH3:24][CH2:25][OH:26].[ClH:15].[NH2:16][OH:17].[Na+:18].[Na+:19].[O-:20][C:21](=[O:22])[O-:23].[OH2:27]>>[CH3:1][O:2][c:3]1[cH:4][c:5]2[c:6]([c:7]([CH2:10][C:11]([NH2:12])=[N:16][OH:17])[n:8][o:9]2)[cH:13][cH:14]1.[ClH:15]. Starting materials: N1=CC=CC=C1 (pyridine), C(C1=CC=CC=C1)OCC(=O)C1=CC=CC=C1 (2-benzyloxyacetophenone), Cl.CON (O-methylhydroxylamine hydrochloride). Run in O (water). Reaction conditions: time 2 hour. The product is CON=C(COCC1=CC=CC=C1)C1=CC=CC=C1 (2-benzyloxyacetophenone O-methyloxime). Isolated yield 97.2%. As a reaction SMILES: N1C=CC=CC=1.[CH2:7]([O:14][CH2:15][C:16]([C:18]1[CH:23]=[CH:22][CH:21]=[CH:20][CH:19]=1)=O)[C:8]1[CH:13]=[CH:12][CH:11]=[CH:10][CH:9]=1.Cl.[CH3:25][O:26][NH2:27]>O>[CH3:25][O:26][N:27]=[C:16]([C:18]1[CH:23]=[CH:22][CH:21]=[CH:20][CH:19]=1)[CH2:15][O:14][CH2:7][C:8]1[CH:13]=[CH:12][CH:11]=[CH:10][CH:9]=1 |f:2.3|. Reported procedure: To 50 ml of pyridine were added 0.0434 mole (9.77 g) of 2-benzyloxyacetophenone prepared in the first and second paragraphs in Referential Example 1 (Table 1, No. 1) and 4.35 g (0.0521 mole) of O-methylhydroxylamine hydrochloride. The mixture was stirred at room temperature for 2 hours and then at 100° C. for 1 hour. The reaction liquid was cooled down to room temperature, 300 ml of water was added thereto, and the oil layer was separated off. The aqueous layer was extracted with chloroform and ... Starting materials: resultant mixture, OC1=C(C(N(C2=NC=CC=C12)C1=CC=CC=C1)=O)C(CCC1=CC=NC=C1)=O (4-hydroxy-3-[1-oxo-3-(pyridin-4-yl)propyl]-1-phenyl-1,8-naphthyridin-2 (1H)-one), CNN (methylhydrazine), CNN (methylhydrazine). Run in C(C)O (ethanol). Product: CN1N=C(C=2C(N(C=3N=CC=CC3C21)C2=CC=CC=C2)=O)CCC2=CC=NC=C2 (1-methyl-5-phenyl-3-[2-(pyridin-4-yl)ethyl]-1H-pyrazolo[4,3-c][1,8]naphthyridin-4 (5H)-one). Isolated yield 91.3%. RXN SMILES: O[C:2]1[C:11]2[C:6](=[N:7][CH:8]=[CH:9][CH:10]=2)[N:5]([C:12]2[CH:17]=[CH:16][CH:15]=[CH:14][CH:13]=2)[C:4](=[O:18])[C:3]=1[C:19](=O)[CH2:20][CH2:21][C:22]1[CH:27]=[CH:26][N:25]=[CH:24][CH:23]=1.[CH3:29][NH:30][NH2:31]>C(O)C>[CH3:29][N:30]1[C:2]2[C:11]3[CH:10]=[CH:9][CH:8]=[N:7][C:6]=3[N:5]([C:12]3[CH:17]=[CH:16][CH:15]=[CH:14][CH:13]=3)[C:4](=[O:18])[C:3]=2[C:19]([CH2:20][CH2:21][C:22]2[CH:27]=[CH:26][N:25]=[CH:24][CH:23]=2)=[N:31]1. Procedure: To a suspension of 4-hydroxy-3-[1-oxo-3-(pyridin-4-yl)propyl]-1-phenyl-1,8-naphthyridin-2 (1H)-one (100 mg, 0.27 mmol, prepared in Synthetic Example 1) in ethanol (2 ml) was added methylhydrazine (40 μl, 0.75 mmol, 2.8 eq.) and the mixture was stirred at room temperature to form a solution which was then stirred for 30 minutes. After it was perceived that precipitation started, the mixture was heated under reflux for 3 hours and cooled to room temperature. Next, to the liquid mixture was added a...